This data is from the Open Reaction Database (ORD), a public repository of structured organic reaction records. The task is: describe an organic reaction: reactants, conditions, products, and yield The reactants are C(C)(=O)OC1=C(C(=O)C2=C(C(=C(C=C2C)OC)OC)OC)C(=C(C=C1)Br)C (2-Acetoxy-5-bromo-6,6'-dimethyl-2', 3', 4'-trimethoxy-benzophenone), C([O-])([O-])=O.[K+].[K+] (potassium carbonate), CO (methanol). Solvent: O (water), O (water). Reaction conditions: time 20 hour. Product: BrC=1C=CC(=C(C(=O)C2=C(C(=C(C=C2C)OC)OC)OC)C1C)O (5-bromo-6,6'-dimethyl-2-hydroxy-2',3',4'-trimethoxybenzophenone). RXN SMILES: C([O:4][C:5]1[CH:25]=[CH:24][C:23]([Br:26])=[C:22]([CH3:27])[C:6]=1[C:7]([C:9]1[C:14]([CH3:15])=[CH:13][C:12]([O:16][CH3:17])=[C:11]([O:18][CH3:19])[C:10]=1[O:20][CH3:21])=[O:8])(=O)C.C(=O)([O-])[O-].[K+].[K+].CO>O>[Br:26][C:23]1[CH:24]=[CH:25][C:5]([OH:4])=[C:6]([C:22]=1[CH3:27])[C:7]([C:9]1[C:14]([CH3:15])=[CH:13][C:12]([O:16][CH3:17])=[C:11]([O:18][CH3:19])[C:10]=1[O:20][CH3:21])=[O:8] |f:1.2.3|. Reported procedure: A mixture of 1D (0.7 g, 1.6 mmol), potassium carbonate (0.7 g), methanol (10 ml) and water (5 ml) is stirred at room temperature for 20 hours. The reaction mixture is poured into water and extracted with diisopropylether. The organic phase is separated and concentrated. The pure product is obtained as a yellow solid, 0.48 g (75.9%), mp. 119-120° C. As a reaction SMILES: [CH2:26]([c:27]1[cH:28][cH:29][c:30]([NH2:31])[cH:32][cH:33]1)[CH2:34][CH2:35][CH2:36][CH2:37][CH2:38][CH2:39][CH3:40].[CH2:41]=[O:42].[CH3:1][C:2]1([CH3:25])[O:3][CH2:4][CH:5]([NH:8][CH2:9][CH2:10][c:11]2[cH:12][cH:13][c:14]([CH2:17][CH2:18][CH2:19][CH2:20][CH2:21][CH2:22][CH2:23][CH3:24])[cH:15][cH:16]2)[CH2:6][O:7]1.[CH3:43][C:44]1([CH3:45])[O:46][CH2:47][C:48](=[O:49])[CH2:50][O:51]1>>[CH3:1][C:2]1([CH3:25])[O:3][CH2:4][CH:5]([N:8]([CH2:9][CH2:10][c:11]2[cH:12][cH:13][c:14]([CH2:17][CH2:18][CH2:19][CH2:20][CH2:21][CH2:22][CH2:23][CH3:24])[cH:15][cH:16]2)[CH3:26])[CH2:6][O:7]1. Starting materials: CCCCCCCCc1ccc(N)cc1, C=O, CCCCCCCCc1ccc(CCNC2COC(C)(C)OC2)cc1, CC1(C)OCC(=O)CO1. Yields the product CCCCCCCCc1ccc(CCN(C)C2COC(C)(C)OC2)cc1. Reactants: Cc1ccccc1, CCOC1OC(=O)CC1N=[N+]=[N-], c1ccc(P(c2ccccc2)c2ccccc2)cc1. Product: CCOC1OC(=O)CC1N=P(c1ccccc1)(c1ccccc1)c1ccccc1. RXN SMILES: [CH3:32][c:33]1[cH:34][cH:35][cH:36][cH:37][cH:38]1.[N:1](=[N+:2]=[N-:3])[CH:4]1[CH2:5][C:6](=[O:12])[O:7][CH:8]1[O:9][CH2:10][CH3:11].[c:13]1([P:19]([c:20]2[cH:21][cH:22][cH:23][cH:24][cH:25]2)[c:26]2[cH:27][cH:28][cH:29][cH:30][cH:31]2)[cH:14][cH:15][cH:16][cH:17][cH:18]1>>[N:1]([CH:4]1[CH2:5][C:6](=[O:12])[O:7][CH:8]1[O:9][CH2:10][CH3:11])=[P:19]([c:13]1[cH:14][cH:15][cH:16][cH:17][cH:18]1)([c:20]1[cH:21][cH:22][cH:23][cH:24][cH:25]1)[c:26]1[cH:27][cH:28][cH:29][cH:30][cH:31]1. Starting materials: Cl.C(N)(=N)N1CCC(CC1)CCC(=O)O (1-amidino-4-piperidinepropionic acid hydrochloride), ClC1=CC=C(C=C1)OS(=O)OC1=CC=C(C=C1)Cl (bis-(p-chlorophenyl)sulfite), CN(C=O)C (dimethylformamide). The solvent is N1=CC=CC=C1 (pyridine). The product is Cl.C(N)(=N)N1CCC(CC1)CCC(=O)OC1=CC=C(C=C1)Cl (p-chlorophenyl 1-amidino-4-piperidinepropionate hydrochloride). Isolated yield 79.4%. RXN SMILES: Cl.[C:2]([N:5]1[CH2:10][CH2:9][CH:8]([CH2:11][CH2:12][C:13](O)=[O:14])[CH2:7][CH2:6]1)(=[NH:4])[NH2:3].[Cl:16]C1C=CC(OS([O:26][C:27]2[CH:32]=[CH:31][C:30]([Cl:33])=[CH:29][CH:28]=2)=O)=CC=1.CN(C)C=O>N1C=CC=CC=1>[ClH:16].[C:2]([N:5]1[CH2:10][CH2:9][CH:8]([CH2:11][CH2:12][C:13]([O:26][C:27]2[CH:28]=[CH:29][C:30]([Cl:33])=[CH:31][CH:32]=2)=[O:14])[CH2:7][CH2:6]1)(=[NH:3])[NH2:4] |f:0.1,5.6|. Procedure: A mixture of 1.5 g of 1-amidino-4-piperidinepropionic acid hydrochloride and 7.7 g of bis-(p-chlorophenyl)sulfite was stirred at room temperature for 30 minutes in a solution of 12 ml of dry dimethylformamide and 6 ml of dry pyridine. The solvent was removed under reduced pressure, and ether was added to the residue to give crystals. The crystals were washed with ether twice and then with ethyl acetate and recrystallized from methanol-ether to obtain 1.75 g (yield: 79.5%) of p-chlorophenyl 1-ami... The reactants are O=C([O-])O, CCN(C(C)C)C(C)C, CCC1NCCc2sccc21, ClCCl, CCN=C=NCCCN(C)C, COc1cc(C)c(S(=O)(=O)N2CCCCC2CCCC(=O)O)c(C)c1, Cl, Cl, [Na+], O, On1nnc2ccccc21. The product is CCC1c2ccsc2CCN1C(=O)CCCC1CCCCN1S(=O)(=O)c1c(C)cc(OC)cc1C. As a reaction SMILES: [C:70](=[O:71])([OH:72])[O-:73].[CH2:1]([N:2]([CH:3]([CH3:4])[CH3:5])[CH:6]([CH3:7])[CH3:8])[CH3:9].[CH2:34]([CH3:35])[CH:36]1[NH:37][CH2:38][CH2:39][c:40]2[c:41]1[cH:42][cH:43][s:44]2.[CH2:75]([Cl:76])[Cl:77].[CH3:22][N:23]([CH3:24])[CH2:25][CH2:26][CH2:27][N:28]=[C:29]=[N:30][CH2:31][CH3:32].[CH3:45][O:46][c:47]1[cH:48][c:49]([CH3:69])[c:50]([S:54](=[O:55])(=[O:56])[N:57]2[CH:58]([CH2:63][CH2:64][CH2:65][C:66](=[O:67])[OH:68])[CH2:59][CH2:60][CH2:61][CH2:62]2)[c:51]([CH3:53])[cH:52]1.[ClH:21].[ClH:33].[Na+:74].[OH2:10].[OH:11][n:12]1[c:13]2[cH:14][cH:15][cH:16][cH:17][c:18]2[n:19][n:20]1>>[CH2:34]([CH3:35])[CH:36]1[N:37]([C:66]([CH2:65][CH2:64][CH2:63][CH:58]2[N:57]([S:54]([c:50]3[c:49]([CH3:69])[cH:48][c:47]([O:46][CH3:45])[cH:52][c:51]3[CH3:53])(=[O:55])=[O:56])[CH2:62][CH2:61][CH2:60][CH2:59]2)=[O:67])[CH2:38][CH2:39][c:40]2[c:41]1[cH:42][cH:43][s:44]2. Run at temperature 120 celsius. The reagents and catalysts are catalyst, C1CCC(CC1)P(C2CCCCC2)C3CCCCC3.C1CCC(CC1)P(C2CCCCC2)C3CCCCC3.C1=CC=C(C=C1)C=[Ru](Cl)Cl (Benzylidene-bis(tricyclohexylphosphine)dichlororuthenium). RXN SMILES: [CH2:1]([O:4][CH:5]([CH2:15][CH:16]=[CH2:17])[CH2:6][O:7][CH2:8][C:9]1[CH:14]=[CH:13][CH:12]=[CH:11][CH:10]=1)C=C.C(O)(C)C.[OH-].[Na+]>C1(C)C=CC=CC=1.C1CCC(P(C2CCCCC2)C2CCCCC2)CC1.C1CCC(P(C2CCCCC2)C2CCCCC2)CC1.C1C=CC(C=[Ru](Cl)Cl)=CC=1>[CH2:8]([O:7][CH2:6][CH:5]1[CH2:15][CH2:16][CH:17]=[CH:1][O:4]1)[C:9]1[CH:10]=[CH:11][CH:12]=[CH:13][CH:14]=1 |f:2.3,5.6.7|. Reactants: bis(tricyclohexylphosphine)benzylidine ruthenium(IV) chloride, C(C=C)OC(COCC1=CC=CC=C1)CC=C (((2-(allyloxy)pent-4-enyloxy)methyl)benzene), C(C)(C)O (isopropanol), [OH-].[Na+] (NaOH). Solvent: C1(=CC=CC=C1)C (toluene). The product is C(C1=CC=CC=C1)OCC1OC=CCC1 (2-(benzyloxymethyl)-3,4-dihydro-2H-pyran). Procedure details: Benzylidene-bis(tricyclohexylphosphine)dichlororuthenium, bis(tricyclohexylphosphine)benzylidine ruthenium(IV) chloride—Grubbs 1 generation catalyst (0.5 g, 0.54 mmol) was added in one portion to a stirred solution of ((2-(allyloxy)pent-4-enyloxy)methyl)benzene (12) (4 g, 17.2 mmol) in toluene (200 mL). The resulting mixture was heated at 50° C. under N2 for 2 hours before isopropanol (18 mL) and NaOH (0.17 g) were added. The mixture was then heated at 120° C. overnight. The solvent was evaporat... The reactants are N(=NC(=O)OCC)C(=O)OCC (diethyl azodicarboxylate), OC=1C=C(C=CC1CC1=CC=CC=C1)OS(=O)(=O)C1=C(C=CC=C1)Cl (2-chlorobenzenesulfonic acid 3-hydroxy-4-benzylphenyl ester), C(C)(C)(C)OC(=O)N1CCC(CC1)CO (N-tert-butoxycarbonyl-4-piperidinemethanol), CN1CCOCC1 (N-methylmorpholine), C1(=CC=CC=C1)P(C1=CC=CC=C1)C1=CC=CC=C1 (triphenylphosphine). Run in O1CCCC1 (tetrahydrofuran). Run at time 1 hour. Product: C(C)(C)(C)OC(=O)N1CCC(CC1)COC=1C=C(C=CC1CC1=CC=CC=C1)OS(=O)(=O)C1=C(C=CC=C1)Cl (2-Chlorobenzenesulfonic acid 3-[[1-N-(tert-butoxycarbonyl)piperidin-4-yl]methoxy]-4-benzylphenyl ester). Yield: 84.8%. Reaction SMILES: [OH:1][C:2]1[CH:3]=[C:4]([O:15][S:16]([C:19]2[CH:24]=[CH:23][CH:22]=[CH:21][C:20]=2[Cl:25])(=[O:18])=[O:17])[CH:5]=[CH:6][C:7]=1[CH2:8][C:9]1[CH:14]=[CH:13][CH:12]=[CH:11][CH:10]=1.[C:26]([O:30][C:31]([N:33]1[CH2:38][CH2:37][CH:36]([CH2:39]O)[CH2:35][CH2:34]1)=[O:32])([CH3:29])([CH3:28])[CH3:27].CN1CCOCC1.C1(P(C2C=CC=CC=2)C2C=CC=CC=2)C=CC=CC=1.N(C(OCC)=O)=NC(OCC)=O>O1CCCC1>[C:26]([O:30][C:31]([N:33]1[CH2:38][CH2:37][CH:36]([CH2:39][O:1][C:2]2[CH:3]=[C:4]([O:15][S:16]([C:19]3[CH:24]=[CH:23][CH:22]=[CH:21][C:20]=3[Cl:25])(=[O:18])=[O:17])[CH:5]=[CH:6][C:7]=2[CH2:8][C:9]2[CH:10]=[CH:11][CH:12]=[CH:13][CH:14]=2)[CH2:35][CH2:34]1)=[O:32])([CH3:29])([CH3:27])[CH3:28]. Reported procedure: To 294 mg (0.787 mmol) of 2-chlorobenzenesulfonic acid 3-hydroxy-4-benzylphenyl ester, as prepared in the preceding step, in tetrahydrofuran (5 mL) containing 236 μL (1.10 mmol) of N-tert-butoxycarbonyl-4-piperidinemethanol, as prepared in step f of Example 1, 300 μL (2.72 mmol) of N-methylmorpholine, and 309 mg (1.18 mmol) of triphenylphosphine was added 185 μL (1.18 mmol) of diethyl azodicarboxylate. The reaction mixture was stirred at ambient temperature for 1 h, quenched with saturated NaHCO... Reactants: CN(/C=C/C(=O)C1=NN(C=CC1=O)C1=CC(=CC=C1)OC(F)(F)F)C (3-((E)-3-Dimethylamino-acryloyl)-1-(3-trifluoromethoxy-phenyl)-1H-pyridazin-4-one), ClC1=CC=C(C=C1)NN ((4-chloro-phenyl)-hydrazine). The product is ClC1=CC=C(C=C1)N1N=CC=C1C1=NN(C=CC1=O)C1=CC(=CC=C1)OC(F)(F)F (3-[2-(4-Chloro-phenyl)-2H-pyrazol-3-yl]-1-(3-trifluoromethoxy-phenyl)-1H-pyridazin-4-one). As a reaction SMILES: C[N:2](C)/[CH:3]=[CH:4]/[C:5]([C:7]1[C:12](=[O:13])[CH:11]=[CH:10][N:9]([C:14]2[CH:19]=[CH:18][CH:17]=[C:16]([O:20][C:21]([F:24])([F:23])[F:22])[CH:15]=2)[N:8]=1)=O.[Cl:26][C:27]1[CH:32]=[CH:31][C:30]([NH:33]N)=[CH:29][CH:28]=1>>[Cl:26][C:27]1[CH:32]=[CH:31][C:30]([N:33]2[C:5]([C:7]3[C:12](=[O:13])[CH:11]=[CH:10][N:9]([C:14]4[CH:19]=[CH:18][CH:17]=[C:16]([O:20][C:21]([F:24])([F:23])[F:22])[CH:15]=4)[N:8]=3)=[CH:4][CH:3]=[N:2]2)=[CH:29][CH:28]=1. Procedure details: Reaction of 3-((E)-3-Dimethylamino-acryloyl)-1-(3-trifluoromethoxy-phenyl)-1H-pyridazin-4-one (A-6) and (4-chloro-phenyl)-hydrazine according to example 43 gave the desired product. MS: M=432.9 (M+H)+ The reactants are FC1=C(C=O)C=CC(=C1)F (2,4-difluorobenzaldehyde), NC=1C=C2[C@H]3[C@@H](N4C2=C(C1)CSCC4)CCN(C3)C(=O)OC(C)(C)C (tert-butyl (7bR,11aS)-6-amino-1,2,7b,10,11,11a-hexahydro-4H-pyrido[4,3-b][1,4]thiazepino[6,5,4-hi]indole-9(8H)-carboxylate). The product is FC1=C(CNC=2C=C3[C@H]4[C@@H](N5C3=C(C2)CSCC5)CCNC4)C=CC(=C1)F ((7bR,11aS)-N-(2,4-difluorobenzyl)-1,2,7b,8,9,10,11,11a-octahydro-4H-pyrido[4,3 b][1,4]thiazepino[6,5,4-hi]indol-6-amine). RXN SMILES: [F:1][C:2]1[CH:9]=[C:8]([F:10])[CH:7]=[CH:6][C:3]=1[CH:4]=O.[NH2:11][C:12]1[CH:13]=[C:14]2[C:18]3=[C:19]([CH2:21][S:22][CH2:23][CH2:24][N:17]3[C@H:16]3[CH2:25][CH2:26][N:27](C(OC(C)(C)C)=O)[CH2:28][C@@H:15]23)[CH:20]=1>>[F:1][C:2]1[CH:9]=[C:8]([F:10])[CH:7]=[CH:6][C:3]=1[CH2:4][NH:11][C:12]1[CH:13]=[C:14]2[C:18]3=[C:19]([CH2:21][S:22][CH2:23][CH2:24][N:17]3[C@H:16]3[CH2:25][CH2:26][NH:27][CH2:28][C@@H:15]23)[CH:20]=1. Reported procedure: Using 2,4-difluorobenzaldehyde and following the procedures described in EXAMPLE 126, tert-butyl (7bR,11aS)-6-amino-1,2,7b,10,11,11a-hexahydro-4H-pyrido[4,3-b][1,4]thiazepino[6,5,4-hi]indole-9(8H)-carboxylate from EXAMPLE 33, Part B was converted into the title compound of EXAMPLE 163. 1H NMR (CDCl3) δ: 7.30-7.20 (m, 1H), 6.80-6.70 (m, 2H), 6.27 (d, 1H, J=2.2 Hz), 6.15 (d, 1H, J=2.2 Hz), 4.20 (broad s, 2H), 3.59 (ABq, 2H, JAB=15.2 Hz), 3.53-3.40 (m, 2H), 3.29-3.21 (m, 1H), 3.20-3.10 (m, 1H), 3.0... Reactants: O (water), CC(=O)OI1(C=2C=CC=CC2C(=O)O1)(OC(=O)C)OC(=O)C (Dess-Martin periodinane), C(C=C)[C@@]1(C(N([C@@H]([C@H](C1)C1=CC(=CC=C1)Cl)C1=CC=C(C=C1)Cl)[C@@H](CC)CC(C(F)(F)F)O)=O)C ((3S,5R,6S)-3-allyl-5-(3-chlorophenyl)-6-(4-chlorophenyl)-3-methyl-1-((S)-6,6,6-trifluoro-5-hydroxyhexan-3-yl)piperidin-2-one). Solvent: C(Cl)Cl (DCM). Conditions: time 8 hour. Yields the product C(C=C)[C@@]1(C(N([C@@H]([C@H](C1)C1=CC(=CC=C1)Cl)C1=CC=C(C=C1)Cl)[C@@H](CC)CC(C(F)(F)F)(O)O)=O)C ((3S,5R,6S)-3-allyl-5-(3-chlorophenyl)-6-(4-chlorophenyl)-3-methyl-1-((S)-6,6,6-trifluoro-5,5-dihydroxyhexan-3-yl)piperidin-2-one). Reaction SMILES: [CH2:1]([C@@:4]1([CH3:35])[CH2:9][C@H:8]([C:10]2[CH:15]=[CH:14][CH:13]=[C:12]([Cl:16])[CH:11]=2)[C@@H:7]([C:17]2[CH:22]=[CH:21][C:20]([Cl:23])=[CH:19][CH:18]=2)[N:6]([C@H:24]([CH2:27][CH:28]([OH:33])[C:29]([F:32])([F:31])[F:30])[CH2:25][CH3:26])[C:5]1=[O:34])[CH:2]=[CH2:3].O.CC(OI1(OC(C)=O)(OC(C)=O)OC(=O)C2C=CC=CC1=2)=[O:39]>C(Cl)Cl>[CH2:1]([C@@:4]1([CH3:35])[CH2:9][C@H:8]([C:10]2[CH:15]=[CH:14][CH:13]=[C:12]([Cl:16])[CH:11]=2)[C@@H:7]([C:17]2[CH:22]=[CH:21][C:20]([Cl:23])=[CH:19][CH:18]=2)[N:6]([C@H:24]([CH2:27][C:28]([OH:39])([OH:33])[C:29]([F:30])([F:31])[F:32])[CH2:25][CH3:26])[C:5]1=[O:34])[CH:2]=[CH2:3]. Procedure details: To a solution of (3S,5R,6S)-3-allyl-5-(3-chlorophenyl)-6-(4-chlorophenyl)-3-methyl-1-((S)-6,6,6-trifluoro-5-hydroxyhexan-3-yl)piperidin-2-one prepared above in Step A (100 mg, 0.189 mmol) in DCM (2.1 mL) was added water (17 μL, 0.95 mmol) and Dess-Martin periodinane (161 mg, 0.378 mmol) at rt and the resulting solution was stirred overnight. The reaction was quenched (1 M aq. Na2S2O3), extracted (2×DCM), and washed (2×sat. NaHCO3 and 1×sat. aq. NaCl solution). The combined organic layers were dr...